Dataset: the Open Reaction Database (ORD), a public repository of structured organic reaction records. Task: describe an organic reaction: reactants, conditions, products, and yield Reactants: Nc1ccc(Br)cc1, CCCCO, Clc1ccc2nc(Cl)sc2c1, Cl, C1COCCO1. Yields the product Clc1ccc2nc(Nc3ccc(Br)cc3)sc2c1. As a reaction SMILES: [Br:12][c:13]1[cH:14][cH:15][c:16]([NH2:17])[cH:18][cH:19]1.[CH2:27]([OH:28])[CH2:29][CH2:30][CH3:31].[Cl:1][c:2]1[s:3][c:4]2[c:5]([n:6]1)[cH:7][cH:8][c:9]([Cl:11])[cH:10]2.[ClH:20].[O:21]1[CH2:22][CH2:23][O:24][CH2:25][CH2:26]1>>[c:2]1([NH:17][c:16]2[cH:15][cH:14][c:13]([Br:12])[cH:19][cH:18]2)[s:3][c:4]2[c:5]([n:6]1)[cH:7][cH:8][c:9]([Cl:11])[cH:10]2. The reactants are C(C)(=O)NC(NC1=C(C=C(C=C1)S(=O)(=O)OC1=CC=CC=C1)[N+](=O)[O-])=O (2-(3-acetylureido)-5-phenoxysulfonylnitrobenzene), [H][H] (hydrogen). The reagents and catalysts are [Ni] (Raney nickel). Solvent: COCCO (2-methoxyethanol), CO (methanol). The product is C(C)(=O)NC(NC1=C(N)C=C(C=C1)S(=O)(=O)OC1=CC=CC=C1)=O (2-(3-Acetylureido)-5-phenoxysulfonylaniline). RXN SMILES: [C:1]([NH:4][C:5](=[O:26])[NH:6][C:7]1[CH:12]=[CH:11][C:10]([S:13]([O:16][C:17]2[CH:22]=[CH:21][CH:20]=[CH:19][CH:18]=2)(=[O:15])=[O:14])=[CH:9][C:8]=1[N+:23]([O-])=O)(=[O:3])[CH3:2].[H][H]>CO.COCCO.[Ni]>[C:1]([NH:4][C:5](=[O:26])[NH:6][C:7]1[CH:12]=[CH:11][C:10]([S:13]([O:16][C:17]2[CH:22]=[CH:21][CH:20]=[CH:19][CH:18]=2)(=[O:15])=[O:14])=[CH:9][C:8]=1[NH2:23])(=[O:3])[CH3:2]. Procedure: 48 g of 2-(3-acetylureido)-5-phenoxysulfonylnitrobenzene in 300 ml of methanol and 300 ml of 2-methoxyethanol are hydrogenated under normal pressure with a catalytic amount of Raney nickel. After hydrogen uptake is complete, the catalyst is filtered off with suction, washed with dimethylformamide and the solution is evaporated under reduced pressure. The residue is stirred with hot methanol, and the solid is filtered off cold under suction and washed with methanol and diisopropyl ether, melting ... Starting materials: Fc1oc2ccccc2c1Br, CCCC[Sn](CCCC)(CCCC)c1nc(N2CCOCC2)c2sc(CN3CCN(C(C)(C)C(N)=O)CC3)cc2n1, CCO, [Cu+], [Na+], C1COCCO1, [OH-], c1ccc(P(c2ccccc2)(c2ccccc2)[Pd](P(c2ccccc2)(c2ccccc2)c2ccccc2)(P(c2ccccc2)(c2ccccc2)c2ccccc2)P(c2ccccc2)(c2ccccc2)c2ccccc2)cc1, O=C([O-])c1cccs1. Product: CC(C)(C(N)=O)N1CCN(Cc2cc3nc(-c4c(F)oc5ccccc45)nc(N4CCOCC4)c3s2)CC1. RXN SMILES: [Br:42][c:43]1[c:44]([F:52])[o:45][c:46]2[c:47]1[cH:48][cH:49][cH:50][cH:51]2.[CH3:1][C:2]([C:3](=[O:4])[NH2:5])([CH3:6])[N:7]1[CH2:8][CH2:9][N:10]([CH2:13][c:14]2[cH:15][c:16]3[n:17][c:18]([Sn:29]([CH2:30][CH2:31][CH2:32][CH3:33])([CH2:34][CH2:35][CH2:36][CH3:37])[CH2:38][CH2:39][CH2:40][CH3:41])[n:19][c:20]([N:23]4[CH2:24][CH2:25][O:26][CH2:27][CH2:28]4)[c:21]3[s:22]2)[CH2:11][CH2:12]1.[CH3:61][CH2:62][OH:63].[Cu+:72].[Na+:54].[O:55]1[CH2:56][CH2:57][O:58][CH2:59][CH2:60]1.[OH-:53].[cH:73]1[cH:74][cH:75][c:76]([P:77]([Pd:78]([P:79]([c:80]2[cH:81][cH:82][cH:83][cH:84][cH:85]2)([c:86]2[cH:87][cH:88][cH:89][cH:90][cH:91]2)[c:92]2[cH:93][cH:94][cH:95][cH:96][cH:97]2)([P:98]([c:99]2[cH:100][cH:101][cH:102][cH:103][cH:104]2)([c:105]2[cH:106][cH:107][cH:108][cH:109][cH:110]2)[c:111]2[cH:112][cH:113][cH:114][cH:115][cH:116]2)[P:117]([c:118]2[cH:119][cH:120][cH:121][cH:122][cH:123]2)([c:124]2[cH:125][cH:126][cH:127][cH:128][cH:129]2)[c:130]2[cH:131][cH:132][cH:133][cH:134][cH:135]2)([c:136]2[cH:137][cH:138][cH:139][cH:140][cH:141]2)[c:142]2[cH:143][cH:144][cH:145][cH:146][cH:147]2)[cH:148][cH:149]1.[s:64]1[cH:65][cH:66][cH:67][c:68]1[C:69]([O-:70])=[O:71]>>[CH3:1][C:2]([C:3](=[O:4])[NH2:5])([CH3:6])[N:7]1[CH2:8][CH2:9][N:10]([CH2:13][c:14]2[cH:15][c:16]3[n:17][c:18](-[c:43]4[c:44]([F:52])[o:45][c:46]5[c:47]4[cH:48][cH:49][cH:50][cH:51]5)[n:19][c:20]([N:23]4[CH2:24][CH2:25][O:26][CH2:27][CH2:28]4)[c:21]3[s:22]2)[CH2:11][CH2:12]1.